From a dataset of the Open Reaction Database (ORD), a public repository of structured organic reaction records. describe an organic reaction: reactants, conditions, products, and yield Reactants: COc1nc(C)nc2cc(C3=NNC(=O)CC3C)ccc12, CN, CO. Product: CNc1nc(C)nc2cc(C3=NNC(=O)CC3C)ccc12. RXN SMILES: [CH3:1][O:2][c:3]1[n:4][c:5]([CH3:21])[n:6][c:7]2[cH:8][c:9]([C:13]3=[N:18][NH:17][C:16](=[O:19])[CH2:15][CH:14]3[CH3:20])[cH:10][cH:11][c:12]12.[CH3:22][NH2:23].[CH3:24][OH:25]>>[c:3]1([NH:23][CH3:22])[n:4][c:5]([CH3:21])[n:6][c:7]2[cH:8][c:9]([C:13]3=[N:18][NH:17][C:16](=[O:19])[CH2:15][CH:14]3[CH3:20])[cH:10][cH:11][c:12]12.